Dataset: the Open Reaction Database (ORD), a public repository of structured organic reaction records. Task: describe an organic reaction: reactants, conditions, products, and yield Reactants: N#CSc1ccc(O)cc1Br, CC(=O)O, CCO. Product: Oc1ccc(S)c(Br)c1. As a reaction SMILES: [Br:1][c:2]1[cH:3][c:4]([OH:11])[cH:5][cH:6][c:7]1[S:8][C:9]#[N:10].[CH3:12][C:13](=[O:14])[OH:15].[CH3:16][CH2:17][OH:18]>>[Br:1][c:2]1[cH:3][c:4]([OH:11])[cH:5][cH:6][c:7]1[SH:8]. The reactants are Cc1nc(N)sc1-c1ccncc1, CCOC(C)=O, CCOC(=O)CN=C=O, CN(C)C=O. Product: CCOC(=O)CNC(=O)Nc1nc(C)c(-c2ccncc2)s1. RXN SMILES: [CH3:1][c:2]1[n:3][c:4]([NH2:13])[s:5][c:6]1-[c:7]1[cH:8][cH:9][n:10][cH:11][cH:12]1.[CH3:23][CH2:24][O:25][C:26](=[O:27])[CH3:28].[N:14](=[C:15]=[O:16])[CH2:17][C:18](=[O:19])[O:20][CH2:21][CH3:22].[O:29]=[CH:30][N:31]([CH3:32])[CH3:33]>>[CH3:1][c:2]1[n:3][c:4]([NH:13][C:15]([NH:14][CH2:17][C:18](=[O:19])[O:20][CH2:21][CH3:22])=[O:16])[s:5][c:6]1-[c:7]1[cH:8][cH:9][n:10][cH:11][cH:12]1. The reactants are ClC=1C2=C(N=CN1)N=CC=C2 (4-chloropyrido-[2,3-d]pyrimidine), C(C)(C)(C)C1=CC=C(C=C1)CCO (2-[4-(t-butyl)phenyl]ethanol), Cl (HCl). The product is C(C)(C)(C)C1=CC=C(C=C1)CCOC=1C2=C(N=CN1)N=CC=C2 (4-[2-[4-(t-butyl)phenyl]ethoxy]pyrido[2,3-d]pyrimidine). Procedure: A mixture consisting of 1.86 g (0.011 mole) of 4-chloropyrido-[2,3-d]pyrimidine, 2.0 g (0.011 mole) of 2-[4-(t-butyl)phenyl]ethanol, and 40 mL of toluene containing a little HCl gas was stirred at room temperature. The mixture was then cooled, and a yellow solid was collected. This was washed with hexane, then partitioned between 1N NaOH and CH2Cl2. The CH2Cl2 layer was dried over MgSO4, then the solvent was removed under vacuum to leave a yellow solid, which was recrystallized from hexane. Yiel... Solvent: C1(=CC=CC=C1)C (toluene). As a reaction SMILES: Cl[C:2]1[C:3]2[CH:11]=[CH:10][CH:9]=[N:8][C:4]=2[N:5]=[CH:6][N:7]=1.[C:12]([C:16]1[CH:21]=[CH:20][C:19]([CH2:22][CH2:23][OH:24])=[CH:18][CH:17]=1)([CH3:15])([CH3:14])[CH3:13].Cl>C1(C)C=CC=CC=1>[C:12]([C:16]1[CH:17]=[CH:18][C:19]([CH2:22][CH2:23][O:24][C:2]2[C:3]3[CH:11]=[CH:10][CH:9]=[N:8][C:4]=3[N:5]=[CH:6][N:7]=2)=[CH:20][CH:21]=1)([CH3:15])([CH3:13])[CH3:14]. Reactants: [BH3-]C#N, O=C([O-])O, C=O, CO, CCO, CCOC(C)=O, Cl, Cl, [Na+], [Na+], O=C(CCCCCNCC1COc2ccccc2O1)Nc1ccc(C(F)(F)F)cc1. Product: Cl, CN(CCCCCC(=O)Nc1ccc(C(F)(F)F)cc1)CC1COc2ccccc2O1. RXN SMILES: [C:34]([BH3-:35])#[N:36].[C:38](=[O:39])([OH:40])[O-:41].[CH2:32]=[O:33].[CH3:44][OH:45].[CH3:46][CH2:47][OH:48].[CH3:49][CH2:50][O:51][C:52](=[O:53])[CH3:54].[ClH:1].[ClH:43].[Na+:37].[Na+:42].[O:2]1[CH:3]([CH2:12][NH:13][CH2:14][CH2:15][CH2:16][CH2:17][CH2:18][C:19](=[O:20])[NH:21][c:22]2[cH:23][cH:24][c:25]([C:28]([F:29])([F:30])[F:31])[cH:26][cH:27]2)[CH2:4][O:5][c:6]2[c:7]1[cH:8][cH:9][cH:10][cH:11]2>>[ClH:1].[O:2]1[CH:3]([CH2:12][N:13]([CH2:14][CH2:15][CH2:16][CH2:17][CH2:18][C:19](=[O:20])[NH:21][c:22]2[cH:23][cH:24][c:25]([C:28]([F:29])([F:30])[F:31])[cH:26][cH:27]2)[CH3:34])[CH2:4][O:5][c:6]2[c:7]1[cH:8][cH:9][cH:10][cH:11]2. Reaction SMILES: O.O.O.C([O-])(=O)C.[Pb+2:8].C([O-])(=O)C.[Pb]=O.[C:15]([OH:34])(=[O:33])[CH2:16][CH2:17][CH2:18][CH2:19][CH2:20][CH2:21][CH2:22]/[CH:23]=[CH:24]\[CH2:25][CH2:26][CH2:27][CH2:28][CH2:29][CH2:30][CH2:31][CH3:32]>C1(OC2C=CC=CC=2)C=CC=CC=1>[C:15]([O-:34])(=[O:33])[CH2:16][CH2:17][CH2:18][CH2:19][CH2:20][CH2:21][CH2:22]/[CH:23]=[CH:24]\[CH2:25][CH2:26][CH2:27][CH2:28][CH2:29][CH2:30][CH2:31][CH3:32].[Pb+2:8].[C:15]([O-:34])(=[O:33])[CH2:16][CH2:17][CH2:18][CH2:19][CH2:20][CH2:21][CH2:22]/[CH:23]=[CH:24]\[CH2:25][CH2:26][CH2:27][CH2:28][CH2:29][CH2:30][CH2:31][CH3:32] |f:0.1.2.3.4.5,9.10.11|. Run at temperature 150 celsius. Yields the product C(CCCCCCC\C=C/CCCCCCCC)(=O)[O-].[Pb+2].C(CCCCCCC\C=C/CCCCCCCC)(=O)[O-] (lead oleate). Procedure details: 1.421 g of lead acetate trihydrate (or lead oxide (PbO)) and 5 ml oleic acid were added into a reaction vessel containing 20 ml diphenyl ether solution and heated to a temperature of about 150° C. for 30 min to form a lead oleate. After cooling to 60° C., this solution was mixed with 12 ml TOPSe (or TOPTe) stock solution to prepare injecting precursor. Reaction was carried out at various injecting and reaction temperatures. Also various molar ratio of lead oleate to TOPSe stock solutions were te... The reactants are O.O.O.C(C)(=O)[O-].[Pb+2].C(C)(=O)[O-] (lead acetate trihydrate), [Pb]=O (lead oxide), C(CCCCCCC\C=C/CCCCCCCC)(=O)O (oleic acid). Run in C1(=CC=CC=C1)OC1=CC=CC=C1 (diphenyl ether). The reactants are COC(=O)CC(c1ccc(OC(F)F)c(OC(F)F)c1)N1Cc2cccc(NC(=O)C3CC3)c2C1=O, Cl, [Na+], C1CCOC1, [OH-], O. The product is O=C(O)CC(c1ccc(OC(F)F)c(OC(F)F)c1)N1Cc2cccc(NC(=O)C3CC3)c2C1=O. As a reaction SMILES: [CH3:1][O:2][C:3]([CH2:4][CH:5]([N:6]1[C:7](=[O:21])[c:8]2[c:9]([NH:15][C:16](=[O:17])[CH:18]3[CH2:19][CH2:20]3)[cH:10][cH:11][cH:12][c:13]2[CH2:14]1)[c:22]1[cH:23][c:24]([O:32][CH:33]([F:34])[F:35])[c:25]([O:28][CH:29]([F:30])[F:31])[cH:26][cH:27]1)=[O:36].[ClH:39].[Na+:38].[O:40]1[CH2:41][CH2:42][CH2:43][CH2:44]1.[OH-:37].[OH2:45]>>[O:2]=[C:3]([CH2:4][CH:5]([N:6]1[C:7](=[O:21])[c:8]2[c:9]([NH:15][C:16](=[O:17])[CH:18]3[CH2:19][CH2:20]3)[cH:10][cH:11][cH:12][c:13]2[CH2:14]1)[c:22]1[cH:23][c:24]([O:32][CH:33]([F:34])[F:35])[c:25]([O:28][CH:29]([F:30])[F:31])[cH:26][cH:27]1)[OH:36]. Starting materials: NC(=O)C1=CC(=NC(=C1)Cl)N1CCC(CC1)NC(OC(C)(C)C)=O (tert-Butyl {1-[4-(aminocarbonyl)-6-chloropyridin-2-yl]piperidin-4-yl}carbamate), Pd(dba), NC(=O)C1=CC(=NC(=C1)Cl)N1CCC(CC1)NC(OC(C)(C)C)=O (tert-Butyl {1-[4-(aminocarbonyl)-6-chloropyridin-2-yl]piperidin-4-yl}carbamate), [Cu](C#N)C#N (copper cyanide). Reagents/catalysts: C1=CC=C(C=C1)P([C-]2C=CC=C2)C3=CC=CC=C3.C1=CC=C(C=C1)P([C-]2C=CC=C2)C3=CC=CC=C3.[Fe+2] (Dppf). Solvent: O1CCOCC1 (dioxane), CCOC(=O)C (EtOAc). Reaction conditions: temperature 100 celsius. Yields the product NC(=O)C1=CC(=NC(=C1)C#N)N1CCC(CC1)NC(OC(C)(C)C)=O (tert-Butyl {1-[4-(aminocarbonyl)-6-cyanopyridin-2-yl]piperidin-4-yl}carbamate). Isolated yield 62.6%. RXN SMILES: [NH2:1][C:2]([C:4]1[CH:9]=[C:8](Cl)[N:7]=[C:6]([N:11]2[CH2:16][CH2:15][CH:14]([NH:17][C:18](=[O:24])[O:19][C:20]([CH3:23])([CH3:22])[CH3:21])[CH2:13][CH2:12]2)[CH:5]=1)=[O:3].[Cu](C#N)[C:26]#[N:27]>O1CCOCC1.CCOC(C)=O.C1C=CC(P(C2C=CC=CC=2)[C-]2C=CC=C2)=CC=1.C1C=CC(P(C2C=CC=CC=2)[C-]2C=CC=C2)=CC=1.[Fe+2]>[NH2:1][C:2]([C:4]1[CH:9]=[C:8]([C:26]#[N:27])[N:7]=[C:6]([N:11]2[CH2:16][CH2:15][CH:14]([NH:17][C:18](=[O:24])[O:19][C:20]([CH3:23])([CH3:22])[CH3:21])[CH2:13][CH2:12]2)[CH:5]=1)=[O:3] |f:4.5.6|. Procedure: tert-Butyl {1-[4-(aminocarbonyl)-6-chloropyridin-2-yl]piperidin-4-yl}carbamate (Intermediate 16) (100 mg, 0.282 mmol), copper cyanide (101 mg, 1.13 mmol), Pd(dba) (103 mg, 0.11 mmol) and Dppf (250 mg, 0.45 mmol) were placed in anhydrous dioxane (5 ml) under argon. The mixture was heated at 100° C. for 5 h, then diluted with EtOAc (20 ml) and filtered through celite. The mixture was washed with sodium bicarbonate (2×20 ml), brine (20 ml), dried over sodium sulphate and concentrated in vacuo. The ...